From a dataset of the Open Reaction Database (ORD), a public repository of structured organic reaction records. describe an organic reaction: reactants, conditions, products, and yield Starting materials: CS(=O)(=O)NCC=1C=C2C(=CNC2=CC1)CCCCS(=O)(=O)[O-] (3-[5-[[(methylsulfonyl)amino]methyl]-1H-indol-3-yl]propylmethanesulfonate), [I-].[K+] (potassium iodide), C(C)(C)N(C(C)C)CC (N,N-diisopropylethylamine), COC=1C(=NC=NC1)N1CCNCC1 (1-(5-methoxy-4-pyrimidinyl)piperazine). Solvent: C(Cl)Cl (methylene chloride), C(C)#N (acetonitrile). Yields the product COC=1C(=NC=NC1)N1CCN(CC1)CCCC1=CNC2=CC=C(C=C12)CNS(=O)(=O)C (4-(5-methoxy-4-pyrimidinyl)-1-[[5-[[(methylsulfonyl)amino]methyl]-1H-indol-3-yl]propyl]piperazine). Isolated yield 56.8%. RXN SMILES: [CH3:1][S:2]([NH:5][CH2:6][C:7]1[CH:8]=[C:9]2[C:13](=[CH:14][CH:15]=1)[NH:12][CH:11]=[C:10]2[CH2:16][CH2:17][CH2:18]CS([O-])(=O)=O)(=[O:4])=[O:3].[I-].[K+].C(N(CC)C(C)C)(C)C.[CH3:35][O:36][C:37]1[C:38]([N:43]2[CH2:48][CH2:47][NH:46][CH2:45][CH2:44]2)=[N:39][CH:40]=[N:41][CH:42]=1>C(#N)C.C(Cl)Cl>[CH3:35][O:36][C:37]1[C:38]([N:43]2[CH2:48][CH2:47][N:46]([CH2:18][CH2:17][CH2:16][C:10]3[C:9]4[C:13](=[CH:14][CH:15]=[C:7]([CH2:6][NH:5][S:2]([CH3:1])(=[O:3])=[O:4])[CH:8]=4)[NH:12][CH:11]=3)[CH2:45][CH2:44]2)=[N:39][CH:40]=[N:41][CH:42]=1 |f:1.2|. Procedure: To a solution of crude 3-[5-[[(methylsulfonyl)amino]methyl]-1H-indol-3-yl]propylmethanesulfonate (15.1 mmol, 1.0 equiv.) in 200 mL of anhydrous acetonitrile were added 2.51 g (15.1 mmol, 1.0 equiv.) of potassium iodide, 3.15 mL of N,N-diisopropylethylamine and 3.23 g of 1-(5-methoxy-4-pyrimidinyl)piperazine. The mixture was heated to reflux for 48 hours. The reaction mixture was cooled to room temperature, filtered and concentrated. The residue was dissolved in 250 mL of chloroform, washed with ...